The task is: describe an organic reaction: reactants, conditions, products, and yield. This data is from the Open Reaction Database (ORD), a public repository of structured organic reaction records. Starting materials: CC(=O)c1ccc(NS(C)(=O)=O)cc1, CCO, Cl, Cl, C1CCNC1. Yields the product CS(=O)(=O)Nc1ccc(C(=O)CCN2CCCC2)cc1, Cl. As a reaction SMILES: [C:1]([CH3:2])(=[O:3])[c:4]1[cH:5][cH:6][c:7]([NH:8][S:9](=[O:10])(=[O:11])[CH3:12])[cH:13][cH:14]1.[CH3:22][CH2:23][OH:24].[ClH:15].[ClH:21].[NH:16]1[CH2:17][CH2:18][CH2:19][CH2:20]1>>[C:1]([CH2:2][CH2:22][N:16]1[CH2:17][CH2:18][CH2:19][CH2:20]1)(=[O:3])[c:4]1[cH:5][cH:6][c:7]([NH:8][S:9](=[O:10])(=[O:11])[CH3:12])[cH:13][cH:14]1.[ClH:15]. Reactants: C(C)(C)(C)OC(=O)N(C1=NC(=C2N=CN(C2=N1)OCC(COCP(=O)(OCC)OCC)O[Si](C)(C)C(C)(C)C)OC)C(=O)OC(C)(C)C (2-[bis(t-butoxycarbonyl)amino]-9-[2-(t-butyldimethylsilyloxy)-3-(diethoxyphosphorylmethoxy) propoxy]-6-methoxypurine). Solvent: C(C)(=O)O (acetic acid). Yields the product NC1=NC(=C2N=CN(C2=N1)OCC(COCP(=O)(OCC)OCC)O)OC (2-amino-9-[3-(diethoxyphosphorylmethoxy)-2-hydroxypropoxy)-6-methoxypurine). Yield: 74.6%. RXN SMILES: C(OC([N:8](C(OC(C)(C)C)=O)[C:9]1[N:17]=[C:16]2[C:12]([N:13]=[CH:14][N:15]2[O:18][CH2:19][CH:20]([O:32][Si](C(C)(C)C)(C)C)[CH2:21][O:22][CH2:23][P:24]([O:29][CH2:30][CH3:31])([O:26][CH2:27][CH3:28])=[O:25])=[C:11]([O:40][CH3:41])[N:10]=1)=O)(C)(C)C>C(O)(=O)C>[NH2:8][C:9]1[N:17]=[C:16]2[C:12]([N:13]=[CH:14][N:15]2[O:18][CH2:19][CH:20]([OH:32])[CH2:21][O:22][CH2:23][P:24]([O:26][CH2:27][CH3:28])([O:29][CH2:30][CH3:31])=[O:25])=[C:11]([O:40][CH3:41])[N:10]=1. Reported procedure: A solution of 2-[bis(t-butoxycarbonyl)amino]-9-[2-(t-butyldimethylsilyloxy)-3-(diethoxyphosphorylmethoxy) propoxy]-6-methoxypurine (0.66 g, 0.91 mmol) in 80% acetic acid (25 ml) was stirred at 85° C. for 4 h. The solution was evaporated in vacuo and the residue chromatographed on silica, eluting with chloroformmethanol 25:1, affording 2-amino-9-[3-(diethoxyphosphorylmethoxy)-2-hydroxypropoxy)-6-methoxypurine (275mg, 75%) as a clear gum. νmax (film) 3460, 3340, 1640, 1580, 1460 and 1390 cm-1 ; δH... Run in CC(=O)O (AcOH). Run at temperature 100 celsius. Procedure: To a solution of 3-phenyl-1H-pyrazol-5-amine x120 (31.4 mmol, 1 eq, 5 g) in AcOH (30 ml) is added 1,1,3,3-tetraethoxy-2-methylpropane x121 (31.4 mmol, 1 eq, 7.36 g). The mixture is heated at 100° C. during 4 hours. After evaporation of the solvent under reduced pressure, the crude product is poured in saturated NaHCO3 aqueous solution and then extracted with AcOEt. The cumulated organic layers are dried over MgSO4, filtered and evaporated under reduce pressure. The crude mixture is recristallize... Reactants: C1(=CC=CC=C1)C1=NNC(=C1)N (3-phenyl-1H-pyrazol-5-amine), C(C)OC(C(C(OCC)OCC)C)OCC (1,1,3,3-tetraethoxy-2-methylpropane). Product: CC=1C=NC=2N(C1)N=C(C2)C2=CC=CC=C2 (6-methyl-2-phenylpyrazolo[1,5-a]pyrimidine). As a reaction SMILES: [C:1]1([C:7]2[CH:11]=[C:10]([NH2:12])[NH:9][N:8]=2)[CH:6]=[CH:5][CH:4]=[CH:3][CH:2]=1.C(O[CH:16](OCC)[CH:17]([CH3:25])[CH:18](OCC)OCC)C>CC(O)=O>[CH3:25][C:17]1[CH:16]=[N:12][C:10]2[N:9]([N:8]=[C:7]([C:1]3[CH:2]=[CH:3][CH:4]=[CH:5][CH:6]=3)[CH:11]=2)[CH:18]=1. Isolated yield 45.0%. Reactants: N#CC1CC(F)CN1C(=O)CNC12CCC(C(=O)O)(CC1)CC2, COc1ccc(Nc2ccccc2)cc1. Yields the product COc1ccc(NC(=O)C23CCC(NCC(=O)N4CC(F)CC4C#N)(CC2)CC3)cc1. RXN SMILES: [C:1](=[O:2])([OH:3])[C:4]12[CH2:5][CH2:6][C:7]([NH:12][CH2:13][C:14](=[O:15])[N:16]3[CH:17]([C:22]#[N:23])[CH2:18][CH:19]([F:21])[CH2:20]3)([CH2:8][CH2:9]1)[CH2:10][CH2:11]2.[CH3:24][O:25][c:26]1[cH:27][cH:28][c:29]([NH:32][c:33]2[cH:34][cH:35][cH:36][cH:37][cH:38]2)[cH:30][cH:31]1>>[C:1](=[O:2])([C:4]12[CH2:5][CH2:6][C:7]([NH:12][CH2:13][C:14](=[O:15])[N:16]3[CH:17]([C:22]#[N:23])[CH2:18][CH:19]([F:21])[CH2:20]3)([CH2:8][CH2:9]1)[CH2:10][CH2:11]2)[NH:32][c:29]1[cH:28][cH:27][c:26]([O:25][CH3:24])[cH:31][cH:30]1. Reactants: OC1=CC=CC=2C=3N(C(=NC12)NC(C1=CN=CC=C1)=O)CCN3 (N-(7-hydroxy-2,3-dihydroimidazo[1,2-c]quinazolin-5-yl)nicotinamide), OC1=CC=CC=2C=3N(C(=NC12)NC(C1=CN=CC=C1)=O)CCN3 (N-(7-hydroxy-2,3-dihydroimidazo[1,2-c]quinazolin-5-yl)nicotinamide), ClCCCS(=O)(=O)N1CCN(CC1)C (1-[(3-chloropropyl)sulfonyl]-4-methylpiperazine), ClCCCS(=O)(=O)N1CCN(CC1)C (1-[(3-chloropropyl)sulfonyl]-4-methylpiperazine). Product: CN1CCN(CC1)S(=O)(=O)CCCOC1=CC=CC=2C=3N(C(=NC12)NC(C1=CN=CC=C1)=O)CCN3 (N-(7-{3-[(4-methylpiperazin-1-yl)sulfonyl]propoxy}-2,3-dihydroimidazo[1,2-c]quinazolin-5-yl)nicotinamide). Reaction SMILES: [OH:1][C:2]1[C:11]2[N:10]=[C:9]([NH:12][C:13](=[O:20])[C:14]3[CH:19]=[CH:18][CH:17]=[N:16][CH:15]=3)[N:8]3[CH2:21][CH2:22][N:23]=[C:7]3[C:6]=2[CH:5]=[CH:4][CH:3]=1.Cl[CH2:25][CH2:26][CH2:27][S:28]([N:31]1[CH2:36][CH2:35][N:34]([CH3:37])[CH2:33][CH2:32]1)(=[O:30])=[O:29]>>[CH3:37][N:34]1[CH2:33][CH2:32][N:31]([S:28]([CH2:27][CH2:26][CH2:25][O:1][C:2]2[C:11]3[N:10]=[C:9]([NH:12][C:13](=[O:20])[C:14]4[CH:19]=[CH:18][CH:17]=[N:16][CH:15]=4)[N:8]4[CH2:21][CH2:22][N:23]=[C:7]4[C:6]=3[CH:5]=[CH:4][CH:3]=2)(=[O:30])=[O:29])[CH2:36][CH2:35]1. Reported procedure: The procedure used for the preparation of Example 1 was used to prepare the title compound from N-(7-hydroxy-2,3-dihydroimidazo[1,2-c]quinazolin-5-yl)nicotinamide (Intermediate C) and 1-[(3-chloropropyl)sulfonyl]-4-methylpiperazine (Intermediate D). High vacuum drying at 60° C. gave the title compound (72 mg, 57%): HPLC MS RT=1.22 min, MH+=512.2; 1H NMR (DMSO-d6+2 drops TFA-d) δ: 2.26-2.31 (2H, m), 2.82 (3H, s), 3.11-3.21 (4H, m), 3.45-3.50 (4H, m), 3.83-3.87 (2H, m), 4.27-4.34 (2H, m), 4.42 (2H... Starting materials: NC=1SC(=NN1)SCC1=CC=CC=C1 (2-amino-5-benzylthio-1,3,4-thiadiazole), C(CC(=O)OC1=C(C=C(C=C1Cl)Cl)Cl)(=O)OC1=C(C=C(C=C1Cl)Cl)Cl (bis(2,4,6-trichlorophenyl) malonate), ClC1=CC=CC=C1 (chlorobenzene). Run in CCCCCC (hexane). Conditions: time 20 minute. Product: C(C1=CC=CC=C1)SC1=NN2C(=NC(=CC2=O)O)S1 (2-benzylthio-7-hydroxy-5H-1,3,4-thiadiazolo[3,2-a]pyrimidin-5-one). Yield: 97.9%. RXN SMILES: [NH2:1][C:2]1[S:3][C:4]([S:7][CH2:8][C:9]2[CH:14]=[CH:13][CH:12]=[CH:11][CH:10]=2)=[N:5][N:6]=1.[C:15](OC1C(Cl)=CC(Cl)=CC=1Cl)(=[O:29])[CH2:16][C:17](OC1C(Cl)=CC(Cl)=CC=1Cl)=[O:18].ClC1C=CC=CC=1>CCCCCC>[CH2:8]([S:7][C:4]1[S:3][C:2]2=[N:1][C:15]([OH:29])=[CH:16][C:17](=[O:18])[N:6]2[N:5]=1)[C:9]1[CH:10]=[CH:11][CH:12]=[CH:13][CH:14]=1. Procedure: A mixture of 44.7 g of 2-amino-5-benzylthio-1,3,4-thiadiazole, 98.1 g of bis(2,4,6-trichlorophenyl) malonate and 140 ml of chlorobenzene was heated to 130°-140° C. and stirred for 20 minutes. After cooling, hexane was added to the mixture, and the formed precipitate was separated by filtration. The solid was washed with hexane and thus 57.1 g of 2-benzylthio-7-hydroxy-5H-1,3,4-thiadiazolo[3,2-a]pyrimidin-5-one was obtained. Yield 98%. Reactants: ClCC(=C)C (3-chloro-2-methyl-1-propene), C(C)(=O)O (acetic acid), C(C)(=O)OC1=C(C=C(C=C1C(C)C)O)C(C)C (4-acetoxy-3,5-diisopropylphenol). Reagents/catalysts: [Cl-].[Zn+2].[Cl-] (zinc chloride). Solvent: ClCCl (dichloromethane). Run at time 3 day. Yields the product C(C)(=O)OC=1C(=CC2=C(CC(O2)(C)C)C1C(C)C)C(C)C (5-acetoxy-2,2-dimethyl-4,6-diisopropyl-2,3-dihydrobenzofuran). Isolated yield 87.5%. Reaction SMILES: [C:1]([O:4][C:5]1[C:10]([CH:11]([CH3:13])[CH3:12])=[CH:9][C:8]([OH:14])=[CH:7][C:6]=1[CH:15]([CH3:17])[CH3:16])(=[O:3])[CH3:2].Cl[CH2:19][C:20]([CH3:22])=[CH2:21].C(O)(=O)C>ClCCl.[Cl-].[Zn+2].[Cl-]>[C:1]([O:4][C:5]1[C:10]([CH:11]([CH3:13])[CH3:12])=[CH:9][C:8]2[O:14][C:20]([CH3:22])([CH3:21])[CH2:19][C:7]=2[C:6]=1[CH:15]([CH3:17])[CH3:16])(=[O:3])[CH3:2] |f:4.5.6|. Procedure: Under argon atmosphere, 294 mg of 4-acetoxy-3,5-diisopropylphenol was dissolved in 10 ml of anhydrous dichloromethane, 2.25 g of 3-chloro-2-methyl-1-propene, 202 mg of anhydrous zinc chloride and 0.5 ml of acetic acid were added, and the mixture was stirred at room temperature for 3 days. After the reaction was quenched with water, the reaction solution was extracted with hexane. The organic layers were washed with a saturated aqueous sodium bicarbonate solution and saturated brine, dried over a...